From a dataset of the Open Reaction Database (ORD), a public repository of structured organic reaction records. describe an organic reaction: reactants, conditions, products, and yield The reactants are IC1=CC=C(S1)C1=NC(=NC=C1)NCCN1C(NC(C1(C)C)=O)=O (1-{2-[4-(5-iodothiophen-2-yl)pyrimidin-2-ylamino]ethyl}-5,5-dimethyl-imidazolidine-2,4-dione), C1(=CC=CC=C1)S (thiophenol). The product is CC1(C(NC(N1CCNC1=NC=CC(=N1)C=1SC(=CC1)SC1=CC=CC=C1)=O)=O)C (5,5-Dimethyl-1-(2-{4-[5-(phenylthio)thiophen-2-yl]pyrimidin-2-ylamino}ethyl)imidazolidine-2,4-dione). RXN SMILES: I[C:2]1[S:6][C:5]([C:7]2[CH:12]=[CH:11][N:10]=[C:9]([NH:13][CH2:14][CH2:15][N:16]3[C:20]([CH3:22])([CH3:21])[C:19](=[O:23])[NH:18][C:17]3=[O:24])[N:8]=2)=[CH:4][CH:3]=1.[C:25]1([SH:31])[CH:30]=[CH:29][CH:28]=[CH:27][CH:26]=1>>[CH3:21][C:20]1([CH3:22])[N:16]([CH2:15][CH2:14][NH:13][C:9]2[N:8]=[C:7]([C:5]3[S:6][C:2]([S:31][C:25]4[CH:30]=[CH:29][CH:28]=[CH:27][CH:26]=4)=[CH:3][CH:4]=3)[CH:12]=[CH:11][N:10]=2)[C:17](=[O:24])[NH:18][C:19]1=[O:23]. Procedure: The title compound was prepared from 1-{2-[4-(5-iodothiophen-2-yl)pyrimidin-2-ylamino]ethyl}-5,5-dimethyl-imidazolidine-2,4-dione and thiophenol in a manner analogous to Example 259. MS (M+H)+ 440.